Task: describe an organic reaction: reactants, conditions, products, and yield. Dataset: the Open Reaction Database (ORD), a public repository of structured organic reaction records Starting materials: CC(=O)O[BH-](OC(C)=O)OC(C)=O, CC(=O)O, CCOC(C)=O, ClCCCl, CCOC(=O)CCc1ccc(N)cc1F, [Na+], CC(C)Oc1cc(C=O)ccc1Cn1nc(-c2ccccc2)cc1-c1ccccc1. The product is CCOC(=O)CCc1ccc(NCc2ccc(Cn3nc(-c4ccccc4)cc3-c3ccccc3)c(OC(C)C)c2)cc1F. RXN SMILES: [C:50]([O:51][BH-:52]([O:53][C:54](=[O:55])[CH3:56])[O:57][C:58](=[O:59])[CH3:60])(=[O:61])[CH3:62].[CH3:46][C:47](=[O:48])[OH:49].[CH3:68][CH2:69][O:70][C:71](=[O:72])[CH3:73].[Cl:64][CH2:65][CH2:66][Cl:67].[NH2:31][c:32]1[cH:33][c:34]([F:45])[c:35]([CH2:38][CH2:39][C:40](=[O:41])[O:42][CH2:43][CH3:44])[cH:36][cH:37]1.[Na+:63].[c:1]1(-[c:7]2[n:8][n:9]([CH2:18][c:19]3[c:20]([O:27][CH:28]([CH3:29])[CH3:30])[cH:21][c:22]([CH:23]=[O:24])[cH:25][cH:26]3)[c:10](-[c:12]3[cH:13][cH:14][cH:15][cH:16][cH:17]3)[cH:11]2)[cH:2][cH:3][cH:4][cH:5][cH:6]1>>[c:1]1(-[c:7]2[n:8][n:9]([CH2:18][c:19]3[c:20]([O:27][CH:28]([CH3:29])[CH3:30])[cH:21][c:22]([CH2:23][NH:31][c:32]4[cH:33][c:34]([F:45])[c:35]([CH2:38][CH2:39][C:40](=[O:41])[O:42][CH2:43][CH3:44])[cH:36][cH:37]4)[cH:25][cH:26]3)[c:10](-[c:12]3[cH:13][cH:14][cH:15][cH:16][cH:17]3)[cH:11]2)[cH:2][cH:3][cH:4][cH:5][cH:6]1. The reactants are C=CCOC(=O)COc1cccc(COC(=O)c2cccc(C(=O)c3ccccc3)c2NC(=O)OCc2cccc3c2Cc2ccccc2-3)c1, CCCC[SnH](CCCC)CCCC, ClCCl, N#N, c1ccc(P(c2ccccc2)(c2ccccc2)[Pd](P(c2ccccc2)(c2ccccc2)c2ccccc2)(P(c2ccccc2)(c2ccccc2)c2ccccc2)P(c2ccccc2)(c2ccccc2)c2ccccc2)cc1. Yields the product O=C(O)COc1cccc(COC(=O)c2cccc(C(=O)c3ccccc3)c2NC(=O)OCc2cccc3c2Cc2ccccc2-3)c1. As a reaction SMILES: [CH2:1]([CH:2]=[CH2:3])[O:4][C:5]([CH2:6][O:7][c:8]1[cH:9][c:10]([CH2:14][O:15][C:16]([c:17]2[c:18]([NH:31][C:32](=[O:33])[O:34][CH2:35][c:36]3[cH:37][cH:38][cH:39][c:40]4[c:48]3[CH2:47][c:46]3[c:41]-4[cH:42][cH:43][cH:44][cH:45]3)[c:19]([C:23]([c:24]3[cH:25][cH:26][cH:27][cH:28][cH:29]3)=[O:30])[cH:20][cH:21][cH:22]2)=[O:49])[cH:11][cH:12][cH:13]1)=[O:50].[CH2:53]([SnH:54]([CH2:55][CH2:56][CH2:57][CH3:58])[CH2:59][CH2:60][CH2:61][CH3:62])[CH2:63][CH2:64][CH3:65].[Cl:66][CH2:67][Cl:68].[N:51]#[N:52].[cH:69]1[cH:70][cH:71][c:72]([P:73]([Pd:74]([P:75]([c:76]2[cH:77][cH:78][cH:79][cH:80][cH:81]2)([c:82]2[cH:83][cH:84][cH:85][cH:86][cH:87]2)[c:88]2[cH:89][cH:90][cH:91][cH:92][cH:93]2)([P:94]([c:95]2[cH:96][cH:97][cH:98][cH:99][cH:100]2)([c:101]2[cH:102][cH:103][cH:104][cH:105][cH:106]2)[c:107]2[cH:108][cH:109][cH:110][cH:111][cH:112]2)[P:113]([c:114]2[cH:115][cH:116][cH:117][cH:118][cH:119]2)([c:120]2[cH:121][cH:122][cH:123][cH:124][cH:125]2)[c:126]2[cH:127][cH:128][cH:129][cH:130][cH:131]2)([c:132]2[cH:133][cH:134][cH:135][cH:136][cH:137]2)[c:138]2[cH:139][cH:140][cH:141][cH:142][cH:143]2)[cH:144][cH:145]1>>[O:4]=[C:5]([CH2:6][O:7][c:8]1[cH:9][c:10]([CH2:14][O:15][C:16]([c:17]2[c:18]([NH:31][C:32](=[O:33])[O:34][CH2:35][c:36]3[cH:37][cH:38][cH:39][c:40]4[c:48]3[CH2:47][c:46]3[c:41]-4[cH:42][cH:43][cH:44][cH:45]3)[c:19]([C:23]([c:24]3[cH:25][cH:26][cH:27][cH:28][cH:29]3)=[O:30])[cH:20][cH:21][cH:22]2)=[O:49])[cH:11][cH:12][cH:13]1)[OH:50]. Reactants: 1-B, ClC(=O)OCC (ethyl chloroformate), N([C@H](CC1CCCCC1)C(=O)O)C(=O)OC(C)(C)C (Boc-D-Cha-OH), 7-A, 1-I, C(C)OC(=O)N[C@H](CC1CCCCC1)C(=O)N1[C@H](C(=O)N[C@@H](CCCNC(N)=N)C=O)CCC1.Cl.O (EtOCO-D-Cha-Pro-Arg-H.HCl hydrate). Yields the product C(C)OC(=O)N[C@H](CC1CCCCC1)C(=O)N1[C@H](C(=O)N[C@@H](CCCNC(N)=N)C=O)CCC1.Cl (EtOCO-D-Cha-Pro-Arg-H.HCl). RXN SMILES: [Cl:1]C(OCC)=O.N(C(OC(C)(C)C)=O)[C@@H](C(O)=O)CC1CCCCC1.[CH2:26]([O:28][C:29]([NH:31][C@@H:32]([C:40]([N:42]1[CH2:59][CH2:58][CH2:57][C@H:43]1[C:44]([NH:46][C@H:47]([CH:55]=[O:56])[CH2:48][CH2:49][CH2:50][NH:51][C:52](=[NH:54])[NH2:53])=[O:45])=[O:41])[CH2:33][CH:34]1[CH2:39][CH2:38][CH2:37][CH2:36][CH2:35]1)=[O:30])[CH3:27].Cl.O>>[CH2:26]([O:28][C:29]([NH:31][C@@H:32]([C:40]([N:42]1[CH2:59][CH2:58][CH2:57][C@H:43]1[C:44]([NH:46][C@H:47]([CH:55]=[O:56])[CH2:48][CH2:49][CH2:50][NH:51][C:52](=[NH:53])[NH2:54])=[O:45])=[O:41])[CH2:33][CH:34]1[CH2:35][CH2:36][CH2:37][CH2:38][CH2:39]1)=[O:30])[CH3:27].[ClH:1] |f:2.3.4,5.6|. Reported procedure: By methods substantially equivalent to those described in Examples 1-A, 1-B, 7-A, 1-D, 1-H and 1-I, using ethyl chloroformate in place of MeSO2Cl and using Boc-D-Cha-OH in place of Boc-D-Phe-OH, 0.6 g of EtOCO-D-Cha-Pro-Arg-H.HCl hydrate was prepared. EtOCO-D-Cha-Pro-Arg-H.HCl was purified by RPHPLC (95/5 (A/B) ramp to 60/40 (A/B), 240 min).